The task is: describe an organic reaction: reactants, conditions, products, and yield. This data is from the Open Reaction Database (ORD), a public repository of structured organic reaction records. The reactants are CO, ClC(Cl)Cl, O=C(OO)c1cccc(Cl)c1, Cl, [Na+], O=C([O-])O, c1ccc(CSc2cnc3ccccc3n2)nc1. Yields the product O=S(Cc1ccccn1)c1cnc2ccccc2n1. Reaction SMILES: [CH3:40][OH:41].[CH:36]([Cl:37])([Cl:38])[Cl:39].[Cl:20][c:21]1[cH:22][cH:23][cH:24][c:25]([C:26]([O:27][OH:29])=[O:28])[cH:30]1.[ClH:1].[Na+:35].[O-:31][C:32]([OH:33])=[O:34].[n:2]1[c:3]([CH2:8][S:9][c:10]2[n:11][c:12]3[cH:13][cH:14][cH:15][cH:16][c:17]3[n:18][cH:19]2)[cH:4][cH:5][cH:6][cH:7]1>>[n:2]1[c:3]([CH2:8][S:9]([c:10]2[n:11][c:12]3[cH:13][cH:14][cH:15][cH:16][c:17]3[n:18][cH:19]2)=[O:28])[cH:4][cH:5][cH:6][cH:7]1.